From a dataset of the Open Reaction Database (ORD), a public repository of structured organic reaction records. describe an organic reaction: reactants, conditions, products, and yield Starting materials: COC(=O)NC(C(=O)N1CCCC1C(=O)OC(C)(C)C)C(C)C, Cc1ccccc1. Yields the product COC(=O)NC(C(=O)N1CCCC1C(=O)O)C(C)C. Reaction SMILES: [C:1]([CH3:2])([CH3:3])([CH3:4])[O:5][C:6]([CH:7]1[N:8]([C:12]([CH:13]([NH:14][C:15](=[O:16])[O:17][CH3:18])[CH:19]([CH3:20])[CH3:21])=[O:22])[CH2:9][CH2:10][CH2:11]1)=[O:23].[CH3:24][c:25]1[cH:26][cH:27][cH:28][cH:29][cH:30]1>>[O:5]=[C:6]([CH:7]1[N:8]([C:12]([CH:13]([NH:14][C:15](=[O:16])[O:17][CH3:18])[CH:19]([CH3:20])[CH3:21])=[O:22])[CH2:9][CH2:10][CH2:11]1)[OH:23]. The reactants are C(C1=CC=CC=C1)O[C@@H]1CNC[C@@H]([C@H]1O)CO ((3R,4R,5R)-3-Benzyloxy-4-hydroxy-5-hydroxymethylpiperidine), Cl (HCl), C(C)O (ethanol). The reagents and catalysts are [Pd] (palladium charcoal). Run at time 18 hour. Yields the product Cl.O[C@@H]1CNC[C@@H]([C@H]1O)CO ((3R,4R,5R)-3,4-Dihydroxy-5-hydroxymethylpiperidine hydrochloride). As a reaction SMILES: C([O:8][C@H:9]1[C@H:14]([OH:15])[C@@H:13]([CH2:16][OH:17])[CH2:12][NH:11][CH2:10]1)C1C=CC=CC=1.C(O)C.[ClH:21]>[Pd]>[ClH:21].[OH:8][C@H:9]1[C@H:14]([OH:15])[C@@H:13]([CH2:16][OH:17])[CH2:12][NH:11][CH2:10]1 |f:4.5|. Procedure: (3R,4R,5R)-3-Benzyloxy-4-hydroxy-5-hydroxymethylpiperidine (0.527 g, 2.2. mmol) was dissolved in 0.5M HCl (5.3 ml) and ethanol (50 ml) and 5% palladium charcoal (300 mg) was added. The mixture was hydrogenated at 101 kPa and 20° C. for 18 hours. The reaction mixture was filtrated and concentrated to give the product in 93% (0.375 g) yield. 13C-NMR (50 MHz, D2O): d 70.7 og 68.1 (C-3 og C-4); 58.6 (C-5'); 46.2 og 44.4 (C-2 og C-6); 40.6 (C-5). 1H-NMR (500 MHz, D2O, Ph<1, ref. 4.63 ppm): d 3.72 (dd... Reactants: CCCC(O)C(CC)CO, CCO, C1CCC(NC2CCCCC2)CC1, CCO[Si](Cl)(OCC)OCC. Yields the product CCCC(O)C(CC)CO[Si](OCC)(OCC)OCC. Reaction SMILES: [CH2:1]([CH3:2])[CH:3]([CH2:4][OH:5])[CH:6]([CH2:7][CH2:8][CH3:9])[OH:10].[CH3:35][CH2:36][OH:37].[CH:22]1([NH:23][CH:24]2[CH2:25][CH2:26][CH2:27][CH2:28][CH2:29]2)[CH2:30][CH2:31][CH2:32][CH2:33][CH2:34]1.[Cl:11][Si:12]([O:13][CH2:14][CH3:15])([O:16][CH2:17][CH3:18])[O:19][CH2:20][CH3:21]>>[CH2:1]([CH3:2])[CH:3]([CH2:4][O:5][Si:12]([O:13][CH2:14][CH3:15])([O:16][CH2:17][CH3:18])[O:19][CH2:20][CH3:21])[CH:6]([CH2:7][CH2:8][CH3:9])[OH:10]. Starting materials: O (water), C([O-])([O-])=O.[K+].[K+] (potassium carbonate), BrCC(=O)OC (methyl bromoacetate), OC1=CC=C2C=3C(=C(NC13)C1=CC=CC=C1)CCC2=O (8-hydroxy-2-phenyl-1,3,4,5-tetrahydrobenz[cd]indol-5-one). The solvent is CS(=O)C (dimethylsulfoxide). Run at time 1 hour. Product: COC(=O)COC1=CC=C2C=3C(=C(NC13)C1=CC=CC=C1)CCC2=O (8-(methoxycarbonylmethyl)oxy-2-phenyl-1,3,4,5-tetrahydrobenz[cd]indol-5-on). Isolated yield 85.0%. RXN SMILES: [OH:1][C:2]1[C:10]2[NH:9][C:8]([C:11]3[CH:16]=[CH:15][CH:14]=[CH:13][CH:12]=3)=[C:7]3[CH2:17][CH2:18][C:19](=[O:20])[C:5]([C:6]=23)=[CH:4][CH:3]=1.C(=O)([O-])[O-].[K+].[K+].Br[CH2:28][C:29]([O:31][CH3:32])=[O:30].O>CS(C)=O>[CH3:32][O:31][C:29]([CH2:28][O:1][C:2]1[C:10]2[NH:9][C:8]([C:11]3[CH:16]=[CH:15][CH:14]=[CH:13][CH:12]=3)=[C:7]3[CH2:17][CH2:18][C:19](=[O:20])[C:5]([C:6]=23)=[CH:4][CH:3]=1)=[O:30] |f:1.2.3|. Procedure: A portion (1.09 g) of the compound obtained in Example 75 was dissolved in dimethylsulfoxide (20 ml) and to the solution were added potassium carbonate (1.14 g) and methyl bromoacetate (0.43 ml). The mixture was stirred for 1 hour at room temperature. After adding water, the reaction mixture was extracted three times with ethyl acetate. The organic layer was washed with water and saturated aqueous solution of sodium chloride and dried over anhydrous sodium sulfate. The solvent was distilled off ... Yields the product Nc1nonc1-c1nc2cnccc2n1-c1ccc(O)cc1. Reaction SMILES: [B:24]([Br:25])([Br:26])[Br:27].[CH3:1][O:2][c:3]1[cH:4][cH:5][c:6](-[n:9]2[c:10](-[c:18]3[c:19]([NH2:23])[n:20][o:21][n:22]3)[n:11][c:12]3[cH:13][n:14][cH:15][cH:16][c:17]23)[cH:7][cH:8]1.[Cl:28][CH2:29][Cl:30]>>[OH:2][c:3]1[cH:4][cH:5][c:6](-[n:9]2[c:10](-[c:18]3[c:19]([NH2:23])[n:20][o:21][n:22]3)[n:11][c:12]3[cH:13][n:14][cH:15][cH:16][c:17]23)[cH:7][cH:8]1. The reactants are BrB(Br)Br, COc1ccc(-n2c(-c3nonc3N)nc3cnccc32)cc1, ClCCl. Reported procedure: To a solution of 5×10-2 mole of 4-(3-chloro benzyloxy) benzonitrile in 20 ml of butanol are added 6.6×10-2 mole of sodium azide and 6.6×10-2 of acetic acid. Then the reaction mixture is heated to reflux for four days. 1 g of sodium azide, 2 g of acetic acid and 10 ml of butanol are added and the medium is again heated for two days at reflux. After concentrating by evaporating the solvent, the residue is taken up in 20 ml of 10% aqueous NaOH. After filtration, the aqueous phase is extracted with ... As a reaction SMILES: [Cl:1][C:2]1[CH:3]=[C:4]([CH:15]=[CH:16][CH:17]=1)[CH2:5][O:6][C:7]1[CH:14]=[CH:13][C:10]([C:11]#[N:12])=[CH:9][CH:8]=1.[N-:18]=[N+:19]=[N-:20].[Na+].C(O)(=O)C>C(O)CCC>[Cl:1][C:2]1[CH:3]=[C:4]([CH:15]=[CH:16][CH:17]=1)[CH2:5][O:6][C:7]1[CH:14]=[CH:13][C:10]([C:11]2[NH:20][N:19]=[N:18][N:12]=2)=[CH:9][CH:8]=1 |f:1.2|. The reactants are ClC=1C=C(COC2=CC=C(C#N)C=C2)C=CC1 (4-(3-chloro benzyloxy) benzonitrile), [N-]=[N+]=[N-].[Na+] (sodium azide), C(C)(=O)O (acetic acid), [N-]=[N+]=[N-].[Na+] (sodium azide), C(C)(=O)O (acetic acid). Yields the product ClC=1C=C(COC2=CC=C(C=C2)C2=NN=NN2)C=CC1 (5-[4-(3-chloro benzyloxy) phenyl] tetrazole). The solvent is C(CCC)O (butanol), C(CCC)O (butanol). Starting materials: Cl (HCl), O[Li].O (LiOH.H2O), C(C)OC(CC1(C(NC2=CC=C(C=C12)C=1C(=NOC1C)C)=O)C1=CC=CC=C1)=O (Ethyl-2-(5-(3,5-dimethyl isoxazol-4-yl)-2-oxo-3-phenylindolin-3-yl)acetate). Solvent: O (H2O), C1CCOC1.CO (THF MeOH), O (water). Product: CC1=NOC(=C1C=1C=C2C(C(NC2=CC1)=O)(C1=CC=CC=C1)CC(=O)O)C (2-(5-(3,5-dimethylisoxazol-4-yl)-2-oxo-3-phenylindolin-3-yl)acetic acid). The yield is 62.0%. RXN SMILES: C([O:3][C:4](=[O:29])[CH2:5][C:6]1([C:23]2[CH:28]=[CH:27][CH:26]=[CH:25][CH:24]=2)[C:14]2[C:9](=[CH:10][CH:11]=[C:12]([C:15]3[C:16]([CH3:21])=[N:17][O:18][C:19]=3[CH3:20])[CH:13]=2)[NH:8][C:7]1=[O:22])C.O[Li].O.Cl>C1COCC1.CO.O>[CH3:21][C:16]1[C:15]([C:12]2[CH:13]=[C:14]3[C:9](=[CH:10][CH:11]=2)[NH:8][C:7](=[O:22])[C:6]3([CH2:5][C:4]([OH:29])=[O:3])[C:23]2[CH:28]=[CH:27][CH:26]=[CH:25][CH:24]=2)=[C:19]([CH3:20])[O:18][N:17]=1 |f:1.2,4.5|. Reported procedure: Ethyl-2-(5-(3,5-dimethyl isoxazol-4-yl)-2-oxo-3-phenylindolin-3-yl)acetate (35 mg, 0.089 mmol) dissolved in THF/MeOH (2 mL/2 mL) was added LiOH.H2O (40 mg) in H2O (2 mL). The reaction was stirred at room temperature until complete consumption of the starting material as indicated by TLC. The reaction was added water, acidified with 3% HCl until pH<1 and extracted with EtOAc (3×5 mL). The combined extracts were washed with brine, dried over MgSO4 and concentrated under vacuum. The title compound ... Starting materials: C1(=CC=CC=C1)NC1=NC=CC=C1N (N2-phenylpyridine-2,3-diamine), C(C)(C)(C)OC(=O)N[C@H](C(=O)O)CC ((S)-2-tertbutoxycarbonylaminobutyric acid), C1=CC2=C(N=C1)N(N=N2)O (HOAt), Cl.CN(CCCN=C=NCC)C (N-(3-dimethylaminopropyl)-N′-ethylcarbodiimide hydrochloride), C(C)(C)(C)OC(=O)N[C@H](C(=O)O)CC ((S)-2-tertbutoxycarbonylaminobutyric acid), Cl.CN(CCCN=C=NCC)C (N-(3-dimethylaminopropyl)-N′-ethylcarbodiimide hydrochloride), C1=CC2=C(N=C1)N(N=N2)O (HOAt). Run in C(Cl)Cl (DCM), C(C)N(CC)CC (Triethylamine), C(C)N(CC)CC (triethylamine). Run at temperature 0 celsius, time 10 minute. The product is C(C)(C)(C)OC(N[C@@H](CC)C(NC=1C(=NC=CC1)NC1=CC=CC=C1)=O)=O ([(S)-1-(2-Phenylaminopyridin-3-ylcarbamoyl)propyl]carbamic acid tert-butyl ester). As a reaction SMILES: [C:1]1([NH:7][C:8]2[C:13]([NH2:14])=[CH:12][CH:11]=[CH:10][N:9]=2)[CH:6]=[CH:5][CH:4]=[CH:3][CH:2]=1.[C:15]([O:19][C:20]([NH:22][C@@H:23]([CH2:27][CH3:28])[C:24](O)=[O:25])=[O:21])([CH3:18])([CH3:17])[CH3:16].C1C=NC2N(O)N=NC=2C=1.Cl.CN(C)CCCN=C=NCC>C(Cl)Cl.C(N(CC)CC)C>[C:15]([O:19][C:20](=[O:21])[NH:22][C@H:23]([C:24](=[O:25])[NH:14][C:13]1[C:8]([NH:7][C:1]2[CH:6]=[CH:5][CH:4]=[CH:3][CH:2]=2)=[N:9][CH:10]=[CH:11][CH:12]=1)[CH2:27][CH3:28])([CH3:16])([CH3:17])[CH3:18] |f:3.4|. Procedure: Triethylamine (1.8 mL, 13.0 mmol) was added to a mixture of N2-phenylpyridine-2,3-diamine (800 mg, 4.32 mmol), (S)-2-tertbutoxycarbonylaminobutyric acid (960 mg, 4.75 mmol), HOAt (650 mg, 4.75 mmol) and N-(3-dimethylaminopropyl)-N′-ethylcarbodiimide hydrochloride (910 mg, 4.75 mmol) in anhydrous DCM (25 mL) at 0° C. under a nitrogen atmosphere. The reaction mixture was stirred at 0° C. for 10 min then slowly warmed to RT. Stirring at RT was continued for 16 h. After re-cooling to 0° C., addition... The reactants are Br.Br.OC1=CC=C(C=C1)N1CCNCC1 (1-(4-hydroxyphenyl)piperazine dihydrobromide), ClC1=NN=C(C2=CC=CC=C12)C1=CC=C(C=C1)C (1-chloro-4-(4-tolyl)phthalazine), C(=O)([O-])[O-].[K+].[K+] (K2CO3). The solvent is CN(C=O)C (N,N-dimethylformamide). Conditions: time 7 hour. Yields the product OC1=CC=C(C=C1)N1CCN(CC1)C1=NN=C(C2=CC=CC=C12)C1=CC=C(C=C1)C (1-(4-hydroxyphenyl)-4-[4-(4-tolyl)phthalazin-1-yl]piperazine). Isolated yield 19.6%. As a reaction SMILES: Br.Br.[OH:3][C:4]1[CH:9]=[CH:8][C:7]([N:10]2[CH2:15][CH2:14][NH:13][CH2:12][CH2:11]2)=[CH:6][CH:5]=1.Cl[C:17]1[C:26]2[C:21](=[CH:22][CH:23]=[CH:24][CH:25]=2)[C:20]([C:27]2[CH:32]=[CH:31][C:30]([CH3:33])=[CH:29][CH:28]=2)=[N:19][N:18]=1.C([O-])([O-])=O.[K+].[K+]>CN(C)C=O>[OH:3][C:4]1[CH:5]=[CH:6][C:7]([N:10]2[CH2:15][CH2:14][N:13]([C:17]3[C:26]4[C:21](=[CH:22][CH:23]=[CH:24][CH:25]=4)[C:20]([C:27]4[CH:32]=[CH:31][C:30]([CH3:33])=[CH:29][CH:28]=4)=[N:19][N:18]=3)[CH2:12][CH2:11]2)=[CH:8][CH:9]=1 |f:0.1.2,4.5.6|. Procedure: 35 mmol of 1-(4-hydroxyphenyl)piperazine dihydrobromide, 35 mmol of 1-chloro-4-(4-tolyl)phthalazine and 52.5 mmol of K2CO3 in 110 ml of absolute N,N-dimethylformamide (DMF) were reacted by the same procedure as described in Example 18. The subsequent stirring time was 2 hours at 90° C. and 7 hours at 105° C. The DMF was then removed by distillation in vacuo. The residue remaining was taken up in CH2Cl2 /water. After thorough mixing, the phases were separated, the aqueous solution was extracted a... The reactants are ICC (iodoethane), O (H2O), N1N=CC2=CC(=CC=C12)C(=O)O (1H-indazole-5-carboxylic acid), C(=O)([O-])[O-].[Cs+].[Cs+] (Cs2CO3), CN(C)C=O (DMF). Run at time 1 day. Yields the product C(C)N1N=C2C=CC(=CC2=C1)C(=O)OCC (ethyl 2-ethyl-2H-indazole-5-carboxylate), C(C)N1N=CC2=CC(=CC=C12)C(=O)OCC (ethyl 1-ethyl-1H-indazole-5-carboxylate). Yield: 65.0%. As a reaction SMILES: [NH:1]1[C:9]2[C:4](=[CH:5][C:6]([C:10]([OH:12])=[O:11])=[CH:7][CH:8]=2)C=N1.[C:13]([O-])([O-])=O.[Cs+].[Cs+].I[CH2:20][CH3:21].O.C[N:24]([CH:26]=O)[CH3:25]>>[CH2:26]([N:24]1[CH:25]=[C:4]2[C:9]([CH:8]=[CH:7][C:6]([C:10]([O:12][CH2:20][CH3:21])=[O:11])=[CH:5]2)=[N:1]1)[CH3:13].[CH2:26]([N:24]1[C:25]2[C:8](=[CH:7][C:6]([C:10]([O:12][CH2:20][CH3:21])=[O:11])=[CH:5][CH:4]=2)[CH:9]=[N:1]1)[CH3:13] |f:1.2.3|. Procedure details: To a suspension of 1H-indazole-5-carboxylic acid (500 mg, 3.08 mmol) and Cs2CO3 (2.01 g, 6.17 mmol) in DMF (10 mL) was added iodoethane (1.92 g, 12.33 mmol) at room temperature. The mixture was stirred at room temperature for 1 day. The mixture was poured into H2O, extracted with EtOAc, dried over Na2SO4, filtered and concentrated. The residual oil was purified by silica gel column chromatography (0-60% EtOAc in hexane) to give ethyl 2-ethyl-2H-indazole-5-carboxylate (208 mg, 31%) as a white sol...